describe an organic reaction: reactants, conditions, products, and yield From a dataset of the Open Reaction Database (ORD), a public repository of structured organic reaction records. Reactants: CCc1nc(N)sc1Br, CO, C[O-], [Na+], [Na]. Yields the product CCc1nc(N)sc1OC. RXN SMILES: [Br:5][c:6]1[c:7]([CH2:12][CH3:13])[n:8][c:9]([NH2:11])[s:10]1.[CH3:14][OH:15].[CH3:1][O-:2].[Na+:3].[Na:4]>>[CH3:1][O:2][c:6]1[c:7]([CH2:12][CH3:13])[n:8][c:9]([NH2:11])[s:10]1. Starting materials: CNC, Cl, O=C(CCc1ccc(F)cc1)c1ccc(F)cc1. The product is C=C(Cc1ccc(F)cc1)C(=O)c1ccc(F)cc1. RXN SMILES: [CH3:20][NH:21][CH3:22].[ClH:19].[F:1][c:2]1[cH:3][cH:4][c:5]([CH2:8][CH2:9][C:10](=[O:11])[c:12]2[cH:13][cH:14][c:15]([F:18])[cH:16][cH:17]2)[cH:6][cH:7]1>>[F:1][c:2]1[cH:3][cH:4][c:5]([CH2:8][C:9]([C:10](=[O:11])[c:12]2[cH:13][cH:14][c:15]([F:18])[cH:16][cH:17]2)=[CH2:20])[cH:6][cH:7]1. The reactants are C1(=CC=CC=C1)C=1OC2=C(C1)C=CC=C2C(=O)O (2-phenylbenzofuran-7-carboxylic acid), Cl.C(C)(C)N(CCCl)C(C)C (2-(diisopropylamino)ethyl chloride hydrochloride), [OH-].[K+] (potassium hydroxide), C(C)(C)O (isopropanol). Solvent: O (water), C(C)(=O)OCC (ethyl acetate). Product: C1(=CC=CC=C1)C=1OC2=C(C1)C=CC=C2C(=O)OCCN(C(C)C)C(C)C (2-(diisopropylamino)ethyl 2-phenylbenzofuran-7-carboxylate). Yield: 84.9%. RXN SMILES: [C:1]1([C:7]2[O:8][C:9]3[C:15]([C:16]([OH:18])=[O:17])=[CH:14][CH:13]=[CH:12][C:10]=3[CH:11]=2)[CH:6]=[CH:5][CH:4]=[CH:3][CH:2]=1.Cl.[CH:20]([N:23]([CH:27]([CH3:29])[CH3:28])[CH2:24][CH2:25]Cl)([CH3:22])[CH3:21].[OH-].[K+].C(O)(C)C>O.C(OCC)(=O)C>[C:1]1([C:7]2[O:8][C:9]3[C:15]([C:16]([O:18][CH2:25][CH2:24][N:23]([CH:27]([CH3:29])[CH3:28])[CH:20]([CH3:22])[CH3:21])=[O:17])=[CH:14][CH:13]=[CH:12][C:10]=3[CH:11]=2)[CH:2]=[CH:3][CH:4]=[CH:5][CH:6]=1 |f:1.2,3.4|. Procedure details: A mixture of 1.16 g of 2-phenylbenzofuran-7-carboxylic acid, 1.0 g of 2-(diisopropylamino)ethyl chloride hydrochloride, 0.66 g of potassium hydroxide and 20 ml of isopropanol is refluxed for 1 hour. After cooling, ethyl acetate and water are added to the reaction mixture. The organic layer is collected, washed with a saturated sodium chloride solution and evaporated to remove solvent. The residue is purified by silica gel column chromatography (solvent; chloroform:methanol=20:1) to give 1.51 g 2...